This data is from the Open Reaction Database (ORD), a public repository of structured organic reaction records. The task is: describe an organic reaction: reactants, conditions, products, and yield The reactants are CCCCCCCCCCCCC(=O)Cl, CC(C)=O, Cl, NC(CC(=O)O)C(=O)O, [Na+], [OH-], O. The product is CCCCCCCCCCCCC(=O)NC(CC(=O)O)C(=O)O. Reaction SMILES: [C:12]([CH2:13][CH2:14][CH2:15][CH2:16][CH2:17][CH2:18][CH2:19][CH2:20][CH2:21][CH2:22][CH2:23][CH3:24])(=[O:25])[Cl:26].[CH3:29][C:30](=[O:31])[CH3:32].[ClH:27].[NH2:1][CH:2]([CH2:3][C:4]([OH:5])=[O:6])[C:7]([OH:8])=[O:9].[Na+:11].[OH-:10].[OH2:28]>>[NH:1]([CH:2]([CH2:3][C:4]([OH:5])=[O:6])[C:7]([OH:8])=[O:9])[C:12]([CH2:13][CH2:14][CH2:15][CH2:16][CH2:17][CH2:18][CH2:19][CH2:20][CH2:21][CH2:22][CH2:23][CH3:24])=[O:25]. Reactants: CC(C)C[AlH]CC(C)C (DIBAL-H), COC=1C=C(C=CC1)C1=CC=C(C=C1)/C(=C/C(=O)OCC)/C ((E)-ethyl 3-(3′-methoxy-biphenyl-4-yl)-but-2-enoate). Yields the product COC=1C=C(C=CC1)C1=CC=C(C=C1)/C(=C/CO)/C ((E)-3-(3′-methoxy-biphenyl-4-yl)-but-2-en-1-ol). Reaction SMILES: CC(C[AlH]CC(C)C)C.[CH3:10][O:11][C:12]1[CH:13]=[C:14]([C:18]2[CH:23]=[CH:22][C:21](/[C:24](/[CH3:31])=[CH:25]/[C:26](OCC)=[O:27])=[CH:20][CH:19]=2)[CH:15]=[CH:16][CH:17]=1>>[CH3:10][O:11][C:12]1[CH:13]=[C:14]([C:18]2[CH:23]=[CH:22][C:21](/[C:24](/[CH3:31])=[CH:25]/[CH2:26][OH:27])=[CH:20][CH:19]=2)[CH:15]=[CH:16][CH:17]=1. Procedure: The colourless solid (E)-3-(3′-methoxy-biphenyl-4-yl)-but-2-en-1-ol was prepared by DIBAL-H reduction of (E)-ethyl 3-(3′-methoxy-biphenyl-4-yl)-but-2-enoate as described for example 52b. Product: CCc1nc(C=O)c2n1CCN(C(=O)OC(C)(C)C)C2CCc1ccc(C(F)(F)F)cc1. RXN SMILES: [C:1]([CH3:2])([CH3:3])([CH3:4])[O:5][C:6](=[O:7])[N:8]1[CH:9]([CH2:20][CH2:21][c:22]2[cH:23][cH:24][c:25]([C:28]([F:29])([F:30])[F:31])[cH:26][cH:27]2)[c:10]2[n:11]([c:14]([CH2:18][CH3:19])[n:15][c:16]2[I:17])[CH2:12][CH2:13]1.[CH2:38]1[O:39][CH2:40][CH2:41][CH2:42]1.[O:32]=[CH:33][N:34]([CH3:35])[CH3:36].[OH2:37]>>[C:1]([CH3:2])([CH3:3])([CH3:4])[O:5][C:6](=[O:7])[N:8]1[CH:9]([CH2:20][CH2:21][c:22]2[cH:23][cH:24][c:25]([C:28]([F:29])([F:30])[F:31])[cH:26][cH:27]2)[c:10]2[n:11]([c:14]([CH2:18][CH3:19])[n:15][c:16]2[CH:33]=[O:32])[CH2:12][CH2:13]1. The reactants are CCc1nc(I)c2n1CCN(C(=O)OC(C)(C)C)C2CCc1ccc(C(F)(F)F)cc1, C1CCOC1, CN(C)C=O, O. Yields the product C1(=CC=CC=C1)C(CNC1=C2N=CN(C2=NC(=N1)N1C[C@@H](CC1)NC(=O)NC=1C=NC=CC1)[C@H]1[C@@H]([C@@H]([C@H](C1)NC([C@@H](C)O)=O)O)O)C1=CC=CC=C1 ((R)-N-((1S,2R,3S,4R)-4-{6-(2,2-Diphenyl-ethylamino)-2-[(R)-3-(3-pyridin-3-yl-ureido)-pyrrolidin-1-yl]-purin-9-yl}-2,3-dihydroxy-cyclopentyl)-2-hydroxy-propionamide). Reagents/catalysts: [OH-].[Pd+2].[OH-] (palladium hydroxide). Procedure details: A solution of (R)-N-((1S,2R,3S,4R)-4-{6-(2,2-diphenyl-ethylamino)-2-[(R)-3-(3-pyridin-3-yl-ureido)-pyrrolidin-1-yl]-purin-9-yl}-2,3-dihydroxy-cyclopentyl)-2-phenoxy-propionamide (83 mg, 0.104 mmol) in EtOH (20 ml) and THF (5 ml) under an inert atmosphere is treated with palladium hydroxide (20% w/w on carbon, 32 mg) followed by acetic acid (2 ml). The reaction mixture is placed under an atmosphere of hydrogen for two weeks after which time, the mixture is filtered and concentrated in vacuo. The ... Solvent: CCO (EtOH), C1CCOC1 (THF). Reaction SMILES: [C:1]1([CH:7]([C:53]2[CH:58]=[CH:57][CH:56]=[CH:55][CH:54]=2)[CH2:8][NH:9][C:10]2[N:18]=[C:17]([N:19]3[CH2:23][CH2:22][C@@H:21]([NH:24][C:25]([NH:27][C:28]4[CH:29]=[N:30][CH:31]=[CH:32][CH:33]=4)=[O:26])[CH2:20]3)[N:16]=[C:15]3[C:11]=2[N:12]=[CH:13][N:14]3[C@@H:34]2[CH2:38][C@H:37]([NH:39][C:40](=[O:50])[C@H:41]([O:43]C3C=CC=CC=3)[CH3:42])[C@@H:36]([OH:51])[C@H:35]2[OH:52])[CH:6]=[CH:5][CH:4]=[CH:3][CH:2]=1.C(O)(=O)C>CCO.C1COCC1.[OH-].[Pd+2].[OH-]>[C:1]1([CH:7]([C:53]2[CH:54]=[CH:55][CH:56]=[CH:57][CH:58]=2)[CH2:8][NH:9][C:10]2[N:18]=[C:17]([N:19]3[CH2:23][CH2:22][C@@H:21]([NH:24][C:25]([NH:27][C:28]4[CH:29]=[N:30][CH:31]=[CH:32][CH:33]=4)=[O:26])[CH2:20]3)[N:16]=[C:15]3[C:11]=2[N:12]=[CH:13][N:14]3[C@@H:34]2[CH2:38][C@H:37]([NH:39][C:40](=[O:50])[C@H:41]([OH:43])[CH3:42])[C@@H:36]([OH:51])[C@H:35]2[OH:52])[CH:6]=[CH:5][CH:4]=[CH:3][CH:2]=1 |f:4.5.6|. Reactants: C1(=CC=CC=C1)C(CNC1=C2N=CN(C2=NC(=N1)N1C[C@@H](CC1)NC(=O)NC=1C=NC=CC1)[C@H]1[C@@H]([C@@H]([C@H](C1)NC([C@@H](C)OC1=CC=CC=C1)=O)O)O)C1=CC=CC=C1 ((R)-N-((1S,2R,3S,4R)-4-{6-(2,2-diphenyl-ethylamino)-2-[(R)-3-(3-pyridin-3-yl-ureido)-pyrrolidin-1-yl]-purin-9-yl}-2,3-dihydroxy-cyclopentyl)-2-phenoxy-propionamide), C(C)(=O)O (acetic acid).